This data is from the Open Reaction Database (ORD), a public repository of structured organic reaction records. The task is: describe an organic reaction: reactants, conditions, products, and yield The reactants are COC(=O)CCc1ccc(OCc2cccc(Br)c2)cc1, CC(C)(C)P(C(C)(C)C)C(C)(C)C, O=C([O-])[O-], Cc1ccccc1, [Cs+], [Cs+], O, c1cc[nH]c1. Yields the product COC(=O)CCc1ccc(OCc2cccc(-n3cccc3)c2)cc1. RXN SMILES: [Br:1][c:2]1[cH:3][c:4]([CH2:8][O:9][c:10]2[cH:11][cH:12][c:13]([CH2:16][CH2:17][C:18](=[O:19])[O:20][CH3:21])[cH:14][cH:15]2)[cH:5][cH:6][cH:7]1.[C:27]([P:28]([C:29]([CH3:30])([CH3:31])[CH3:32])[C:33]([CH3:34])([CH3:35])[CH3:36])([CH3:37])([CH3:38])[CH3:39].[C:40](=[O:41])([O-:42])[O-:43].[CH3:46][c:47]1[cH:48][cH:49][cH:50][cH:51][cH:52]1.[Cs+:44].[Cs+:45].[OH2:53].[nH:22]1[cH:23][cH:24][cH:25][cH:26]1>>[c:2]1(-[n:22]2[cH:23][cH:24][cH:25][cH:26]2)[cH:3][c:4]([CH2:8][O:9][c:10]2[cH:11][cH:12][c:13]([CH2:16][CH2:17][C:18](=[O:19])[O:20][CH3:21])[cH:14][cH:15]2)[cH:5][cH:6][cH:7]1. The reactants are O (water), [H-].[Na+] (Sodium hydride), NCCC1=CC=C(C=C1)O (tyramine), ClC1=NC=C(C=C1)C(F)(F)F (2-chloro-5-(trifluoromethyl)pyridine). The solvent is CN(C)C=O (DMF). Conditions: temperature 50 celsius, time 15 minute. The product is FC(C=1C=CC(=NC1)OC1=CC=C(C=C1)CCN)(F)F (2-[4-(5-Trifluoromethylpyridin-2-yloxy)phenyl]ethylamine). Isolated yield 71.0%. Reaction SMILES: [H-].[Na+].[NH2:3][CH2:4][CH2:5][C:6]1[CH:11]=[CH:10][C:9]([OH:12])=[CH:8][CH:7]=1.Cl[C:14]1[CH:19]=[CH:18][C:17]([C:20]([F:23])([F:22])[F:21])=[CH:16][N:15]=1.O>CN(C=O)C>[F:21][C:20]([F:23])([F:22])[C:17]1[CH:18]=[CH:19][C:14]([O:12][C:9]2[CH:10]=[CH:11][C:6]([CH2:5][CH2:4][NH2:3])=[CH:7][CH:8]=2)=[N:15][CH:16]=1 |f:0.1|. Procedure details: Sodium hydride/60 percent oil dispersion (0.72 mg, 18 mmol) was added in portions to a slurry of tyramine (2.1 g, 15 mmol) in anh. DMF (25 mL). After 15 minutes, 2-chloro-5-(trifluoromethyl)pyridine (2.9 g, 16 mmol) was added neat and the reaction heated to 50° C. for 3 hours. After cooling, the reaction was poured into water (100 mL) and extracted with ethyl acetate (3×50 mL). The organic portions were combined and washed with brine (50 mL) and dried (Na2SO4). Filtration and removal of solvent ...